Dataset: the Open Reaction Database (ORD), a public repository of structured organic reaction records. Task: describe an organic reaction: reactants, conditions, products, and yield Procedure details: A solution of 0.5 g (1.3 mmol) of N-(6-butoxy-3-acetoxy-2,2-dimethylchroman-4-yl)-N-methyl-methanesulfonamide (Example 6) and 1.1 g (7.5 mmol) of DBU in 2.5 ml of toluene was heated at 105° C. for 60 h. The reaction mixture was diluted with EA and washed with hydrochloric acid until the aqueous phase gave an acidic reaction. The mixture was washed with sodium bicarbonate solution, dried over magnesium sulfate and concentrated i. vac., giving 0.3 9 of N-(6-butoxy-2,2-dimethyl-2H-chromen-4-yl)-N-m... Yields the product C(CCC)OC=1C=C2C(=CC(OC2=CC1)(C)C)N(S(=O)(=O)C)C (N-(6-butoxy-2,2-dimethyl-2H-chromen-4-yl)-N-methyl-methanesulfonamide). Starting materials: C(CCC)OC=1C=C2C(C(C(OC2=CC1)(C)C)OC(C)=O)N(S(=O)(=O)C)C (N-(6-butoxy-3-acetoxy-2,2-dimethylchroman-4-yl)-N-methyl-methanesulfonamide), C1CCC2=NCCCN2CC1 (DBU). The solvent is C1(=CC=CC=C1)C (toluene), CC(OCC)=O (EA). RXN SMILES: [CH2:1]([O:5][C:6]1[CH:7]=[C:8]2[C:13](=[CH:14][CH:15]=1)[O:12][C:11]([CH3:17])([CH3:16])[CH:10](OC(=O)C)[CH:9]2[N:22]([CH3:27])[S:23]([CH3:26])(=[O:25])=[O:24])[CH2:2][CH2:3][CH3:4].C1CCN2C(=NCCC2)CC1>C1(C)C=CC=CC=1.CC(=O)OCC>[CH2:1]([O:5][C:6]1[CH:7]=[C:8]2[C:13](=[CH:14][CH:15]=1)[O:12][C:11]([CH3:16])([CH3:17])[CH:10]=[C:9]2[N:22]([CH3:27])[S:23]([CH3:26])(=[O:24])=[O:25])[CH2:2][CH2:3][CH3:4]. The reactants are C(CC)(=O)Cl (Propionyl chloride), [Cl-].[Al+3].[Cl-].[Cl-] (Aluminum chloride), C(C1=CC=CC=C1)C1=C(OC2=C1C=CC=C2)CC (3-benzyl-2-ethyl-benzofuran). The solvent is C(=S)=S (carbon disulfide). Yields the product C(C1=CC=CC=C1)C1=C(OC2=C1C=CC(=C2)C(CC)=O)CC (1-(3-Benzyl-2-ethyl-benzofuran-6-yl)-propan-1-one). The yield is 4.2%. RXN SMILES: [C:1](Cl)(=[O:4])[CH2:2][CH3:3].[Cl-].[Al+3].[Cl-].[Cl-].[CH2:10]([C:17]1[C:21]2[CH:22]=[CH:23][CH:24]=[CH:25][C:20]=2[O:19][C:18]=1[CH2:26][CH3:27])[C:11]1[CH:16]=[CH:15][CH:14]=[CH:13][CH:12]=1>C(=S)=S>[CH2:10]([C:17]1[C:21]2[CH:22]=[CH:23][C:24]([C:1](=[O:4])[CH2:2][CH3:3])=[CH:25][C:20]=2[O:19][C:18]=1[CH2:26][CH3:27])[C:11]1[CH:12]=[CH:13][CH:14]=[CH:15][CH:16]=1 |f:1.2.3.4|. Reported procedure: Propionyl chloride (7.3 mL; 0.784 mol) was added dropwise to the mixture of Aluminum chloride (10.5 g; 0.784 mol), and 3-benzyl-2-ethyl-benzofuran (18.5 g; 0.784 mol) in carbon disulfide (50 mL) while stirring and cooling in an ice bath. The reaction mixture was then stirred at room temperature for 30 minutes then heated at reflux for 2 hours. The solvent was then evaporated and the residue was diluted with ether then poured into water. The organic phase was washed with water, dried over anhydro... Starting materials: CC(=O)N1C(C(=O)O)CCC12CCOCC2, Cl, Cl, COC(=O)NC(C(=O)N1CCCC1c1nc(-c2ccc(-c3ccc(C(=O)CN)cc3)cc2)c[nH]1)C(C)C. Yields the product COC(=O)NC(C(=O)N1CCCC1c1nc(-c2ccc(-c3ccc(C(=O)CNC(=O)C4CCC5(CCOCC5)N4C(C)=O)cc3)cc2)c[nH]1)C(C)C. RXN SMILES: [C:1]([CH3:2])(=[O:3])[N:4]1[CH:5]([C:14](=[O:15])[OH:16])[CH2:6][CH2:7][C:8]12[CH2:9][CH2:10][O:11][CH2:12][CH2:13]2.[ClH:17].[ClH:18].[NH2:19][CH2:20][C:21](=[O:22])[c:23]1[cH:24][cH:25][c:26](-[c:29]2[cH:30][cH:31][c:32](-[c:35]3[n:36][c:37]([CH:40]4[N:41]([C:45](=[O:46])[CH:47]([CH:48]([CH3:49])[CH3:50])[NH:51][C:52]([O:53][CH3:54])=[O:55])[CH2:42][CH2:43][CH2:44]4)[nH:38][cH:39]3)[cH:33][cH:34]2)[cH:27][cH:28]1>>[C:1]([CH3:2])(=[O:3])[N:4]1[CH:5]([C:14](=[O:16])[NH:19][CH2:20][C:21](=[O:22])[c:23]2[cH:24][cH:25][c:26](-[c:29]3[cH:30][cH:31][c:32](-[c:35]4[n:36][c:37]([CH:40]5[N:41]([C:45](=[O:46])[CH:47]([CH:48]([CH3:49])[CH3:50])[NH:51][C:52]([O:53][CH3:54])=[O:55])[CH2:42][CH2:43][CH2:44]5)[nH:38][cH:39]4)[cH:33][cH:34]3)[cH:27][cH:28]2)[CH2:6][CH2:7][C:8]12[CH2:9][CH2:10][O:11][CH2:12][CH2:13]2. Starting materials: [Al+3], C1CCOC1, CC(C)(C(N)=O)C(C)(C)c1ccc2c(cnn2-c2ccc(F)cc2)c1, [H-], [H-], [H-], [H-], [Li+], [Na+], [OH-]. The product is CC(C)(CN)C(C)(C)c1ccc2c(cnn2-c2ccc(F)cc2)c1. Reaction SMILES: [Al+3:27].[CH2:34]1[O:35][CH2:36][CH2:37][CH2:38]1.[F:1][c:2]1[cH:3][cH:4][c:5](-[n:8]2[n:9][cH:10][c:11]3[cH:12][c:13]([C:17]([C:18]([C:19](=[O:20])[NH2:21])([CH3:22])[CH3:23])([CH3:24])[CH3:25])[cH:14][cH:15][c:16]23)[cH:6][cH:7]1.[H-:26].[H-:29].[H-:30].[H-:31].[Li+:28].[Na+:33].[OH-:32]>>[F:1][c:2]1[cH:3][cH:4][c:5](-[n:8]2[n:9][cH:10][c:11]3[cH:12][c:13]([C:17]([C:18]([CH2:19][NH2:21])([CH3:22])[CH3:23])([CH3:24])[CH3:25])[cH:14][cH:15][c:16]23)[cH:6][cH:7]1. Reactants: CC(C)C(Br)C(=O)O, Cc1ccc(N)c(Cl)c1, BrCc1cccc(Oc2ccccc2)c1. The product is Cc1ccc(NC(C(=O)O)C(C)C)c(Cl)c1. Reaction SMILES: [Br:1][CH:2]([C:3](=[O:4])[OH:5])[CH:6]([CH3:7])[CH3:8].[Cl:9][c:10]1[c:11]([NH2:12])[cH:13][cH:14][c:15]([CH3:17])[cH:16]1.[O:18]([c:19]1[cH:20][c:21]([CH2:25][Br:26])[cH:22][cH:23][cH:24]1)[c:27]1[cH:28][cH:29][cH:30][cH:31][cH:32]1>>[CH:2]([C:3](=[O:4])[OH:5])([CH:6]([CH3:7])[CH3:8])[NH:12][c:11]1[c:10]([Cl:9])[cH:16][c:15]([CH3:17])[cH:14][cH:13]1. Reactants: C(CCCCCCCCCCCCCCC)(=O)NC1=CC=C(O1)C(=O)OCC (ethyl 5-hexadecanamido-2-furancarboxylate), B (borane), Cl (hydrochloric acid). Run in O1CCCC1 (tetrahydrofuran). Yields the product C(CCCCCCCCCCCCCCC)NC1=CC=C(O1)C(=O)OCC (ethyl 5-hexadecylamino-2-furancarboxylate). Reaction SMILES: [C:1]([NH:18][C:19]1[O:23][C:22]([C:24]([O:26][CH2:27][CH3:28])=[O:25])=[CH:21][CH:20]=1)(=O)[CH2:2][CH2:3][CH2:4][CH2:5][CH2:6][CH2:7][CH2:8][CH2:9][CH2:10][CH2:11][CH2:12][CH2:13][CH2:14][CH2:15][CH3:16].B.Cl>O1CCCC1>[CH2:1]([NH:18][C:19]1[O:23][C:22]([C:24]([O:26][CH2:27][CH3:28])=[O:25])=[CH:21][CH:20]=1)[CH2:2][CH2:3][CH2:4][CH2:5][CH2:6][CH2:7][CH2:8][CH2:9][CH2:10][CH2:11][CH2:12][CH2:13][CH2:14][CH2:15][CH3:16]. Procedure: A mixture of 1.1 g. of ethyl 5-hexadecanamido-2-furancarboxylate and 5 ml. of 1 M borane in tetrahydrofuran is refluxed on the steam bath for 3 hours. After cooling, the reaction is poured into dilute hydrochloric acid and the resulting solid filtered. The solid is dissolved in methylene chloride and the solution is filtered through Magnesol. The solvent is evaporated to yield the product. Starting materials: CBr, CC#N, Nc1nc(-c2cccnc2)cs1. Yields the product [Br-], C[n+]1cccc(-c2csc(N)n2)c1. Reaction SMILES: [Br:13][CH3:14].[CH3:15][C:16]#[N:17].[NH2:1][c:2]1[s:3][cH:4][c:5](-[c:7]2[cH:8][n:9][cH:10][cH:11][cH:12]2)[n:6]1>>[Br-:13].[NH2:1][c:2]1[s:3][cH:4][c:5](-[c:7]2[cH:8][n+:9]([CH3:14])[cH:10][cH:11][cH:12]2)[n:6]1. Reactants: CC1(OC2=C(C(N1)=O)C=C(C=C2)O)C (2,3-dihydro-2,2-dimethyl-6-hydroxy-4H-1,3-benzoxazin-4-one), C(C=C)Br (allyl bromide), C([O-])([O-])=O.[K+].[K+] (potassium carbonate). Solvent: C(C)#N (acetonitrile). Yields the product CC1(OC2=C(C(N1)=O)C=C(C=C2)OCC=C)C (2,3-dihydro-2,2-dimethyl-6-(1-propen-3-yloxy)-4H-1,3-benzoxazin-4-one). RXN SMILES: [CH3:1][C:2]1([CH3:14])[NH:7][C:6](=[O:8])[C:5]2[CH:9]=[C:10]([OH:13])[CH:11]=[CH:12][C:4]=2[O:3]1.[CH2:15](Br)[CH:16]=[CH2:17].C(=O)([O-])[O-].[K+].[K+]>C(#N)C>[CH3:1][C:2]1([CH3:14])[NH:7][C:6](=[O:8])[C:5]2[CH:9]=[C:10]([O:13][CH2:17][CH:16]=[CH2:15])[CH:11]=[CH:12][C:4]=2[O:3]1 |f:2.3.4|. Procedure details: A solution of 9.65 g of 2,3-dihydro-2,2-dimethyl-6-hydroxy-4H-1,3-benzoxazin-4-one and 9.1 g of allyl bromide in 150 ml of acetonitrile is refluxed for 5 hours, whilst stirring, with the addition of 10.3 g of dry potassium carbonate. The reaction mixture is filtered whilst warm, the filtrate is concentrated by evaporation and the remaining crystals are suction-filtered after trituration with ether. The crude 2,3-dihydro-2,2-dimethyl-6-(1-propen-3-yloxy)-4H-1,3-benzoxazin-4-one obtained in this m... As a reaction SMILES: [BH4-].[Na+].[C:3]([O:8][C@@H:9]1[C@@H:26]([N:27]2[CH2:32][CH2:31][CH2:30][CH2:29][CH2:28]2)[CH2:25][C@@:24]2([CH3:33])[C@@H:11]([CH2:12][CH2:13][C@@H:14]3[C@@H:23]2[CH2:22][CH2:21][C@@:19]2([CH3:20])[C@H:15]3[CH2:16][C@H:17]([N:35]3[CH2:40][CH2:39][CH2:38][CH2:37][CH2:36]3)[C:18]2=[O:34])[CH2:10]1)(=[O:7])[CH:4]([CH3:6])[CH3:5].O>C(Cl)Cl.CO>[C:3]([O:8][C@@H:9]1[C@@H:26]([N:27]2[CH2:28][CH2:29][CH2:30][CH2:31][CH2:32]2)[CH2:25][C@@:24]2([CH3:33])[C@@H:11]([CH2:12][CH2:13][C@@H:14]3[C@@H:23]2[CH2:22][CH2:21][C@@:19]2([CH3:20])[C@H:15]3[CH2:16][C@H:17]([N:35]3[CH2:36][CH2:37][CH2:38][CH2:39][CH2:40]3)[C@@H:18]2[OH:34])[CH2:10]1)(=[O:7])[CH:4]([CH3:6])[CH3:5] |f:0.1|. Reported procedure: Sodium borohydride (16 g) was added to a stirred solution of 3α-isobutyroxy-2β,16β-dipiperidino-5α-androstan-17-one (51.6 g) in methylene dichloride (150 ml) and methanol (150 ml) and the reaction mixture was stirred for a further hour. Water was added, the product extracted with ether, and the extract washed well with water and dried. Concentration of the ether solution yielded 2β,16β-dipiperidino-5α-androstan-3α,17β-diol 3-isobutyrate (21 g) which was recrystallised from ether. Starting materials: [BH4-].[Na+] (Sodium borohydride), C(C(C)C)(=O)O[C@H]1C[C@@H]2CC[C@H]3[C@@H]4C[C@@H](C([C@@]4(C)CC[C@@H]3[C@]2(C[C@@H]1N1CCCCC1)C)=O)N1CCCCC1 (3α-isobutyroxy-2β,16β-dipiperidino-5α-androstan-17-one), O (Water). Isolated yield 40.5%. Run in C(Cl)Cl (methylene dichloride), CO (methanol). The product is C(C(C)C)(=O)O[C@H]1C[C@@H]2CC[C@H]3[C@@H]4C[C@@H]([C@@H]([C@@]4(C)CC[C@@H]3[C@]2(C[C@@H]1N1CCCCC1)C)O)N1CCCCC1 (2β,16β-dipiperidino-5α-androstan-3α,17β-diol 3-isobutyrate).